This data is from the Open Reaction Database (ORD), a public repository of structured organic reaction records. The task is: describe an organic reaction: reactants, conditions, products, and yield Starting materials: O=C([O-])[O-], Cc1nc(N2CCc3ccccc3CC2)c(C#N)c(=O)[nH]1, CN(C)C=O, FC(F)Cl, [K+], [K+]. The product is Cc1nc(N2CCc3ccccc3CC2)c(C#N)c(=O)n1C(F)F. RXN SMILES: [C:26](=[O:27])([O-:28])[O-:29].[CH3:1][c:2]1[nH:3][c:4](=[O:21])[c:5]([C:19]#[N:20])[c:6]([N:8]2[CH2:9][CH2:10][c:11]3[c:12]([cH:15][cH:16][cH:17][cH:18]3)[CH2:13][CH2:14]2)[n:7]1.[CH3:32][N:33]([CH3:34])[CH:35]=[O:36].[Cl:22][CH:23]([F:24])[F:25].[K+:30].[K+:31]>>[CH3:1][c:2]1[n:3]([CH:23]([F:24])[F:25])[c:4](=[O:21])[c:5]([C:19]#[N:20])[c:6]([N:8]2[CH2:9][CH2:10][c:11]3[c:12]([cH:15][cH:16][cH:17][cH:18]3)[CH2:13][CH2:14]2)[n:7]1.